Task: describe an organic reaction: reactants, conditions, products, and yield. Dataset: the Open Reaction Database (ORD), a public repository of structured organic reaction records The reactants are ClC=1C=C2C(=NC1)NC=C2C2=NC=C(C(=N2)N[C@@H]2C[C@@H](CCC2)NCCNC)F ((1S,3R)—N1-(2-(5-chloro-1H-pyrrolo[2,3-b]pyridin-3-yl)-5-fluoropyrimidin-4-yl)-N3-(2-(methylamino)ethyl)cyclohexane-1,3-diamine), ClC=1C=C2C(=NC1)NC=C2C2=NC=C(C(=N2)N[C@@H]2C[C@@H](CCC2)NCCNC)F ((1S,3R)—N1-(2-(5-chloro-1H-pyrrolo[2,3-b]pyridin-3-yl)-5-fluoropyrimidin-4-yl)-N3-(2-(methylamino)ethyl)cyclohexane-1,3-diamine), CN(C)C=O (DMF), C(C)(C)N(CC)C(C)C (diisopropylethylamine), C(OC1=CC=C(C=C1)[N+](=O)[O-])(OC1=CC=C(C=C1)[N+](=O)[O-])=O (bis(4-nitrophenyl) carbonate). Run at time 3 hour. Yields the product ClC=1C=C2C(=NC1)NC=C2C2=NC=C(C(=N2)N[C@@H]2C[C@@H](CCC2)N2C(N(CC2)C)=O)F (1-((1R,3S)-3-(2-(5-chloro-1H-pyrrolo[2,3-b]pyridin-3-yl)-5-fluoropyrimidin-4-ylamino)cyclohexyl)-3-methylimidazolidin-2-one). Reaction SMILES: [Cl:1][C:2]1[CH:3]=[C:4]2[C:10]([C:11]3[N:16]=[C:15]([NH:17][C@H:18]4[CH2:23]C[CH2:21][C@@H:20](NCCNC)[CH2:19]4)[C:14]([F:29])=[CH:13][N:12]=3)=[CH:9][NH:8][C:5]2=[N:6][CH:7]=1.[CH:30]([N:33](C(C)C)[CH2:34]C)(C)C.C(=O)(OC1C=CC([N+]([O-])=O)=CC=1)OC1C=CC([N+]([O-])=O)=CC=1.[CH3:61][N:62]([CH:64]=[O:65])[CH3:63]>>[Cl:1][C:2]1[CH:3]=[C:4]2[C:10]([C:11]3[N:16]=[C:15]([NH:17][C@H:18]4[CH2:19][CH2:20][CH2:21][C@@H:61]([N:62]5[CH2:63][CH2:30][N:33]([CH3:34])[C:64]5=[O:65])[CH2:23]4)[C:14]([F:29])=[CH:13][N:12]=3)=[CH:9][NH:8][C:5]2=[N:6][CH:7]=1. Procedure: In a flask containing (1S,3R)—N1-(2-(5-chloro-1H-pyrrolo[2,3-b]pyridin-3-yl)-5-fluoropyrimidin-4-yl)-N3-(2-(methylamino)ethyl)cyclohexane-1,3-diamine, 47c, (0.020 g, 0.048 mmol) in DMF was added diisopropylethylamine (0.025 mL, 0.144 mmol) and bis(4-nitrophenyl) carbonate (0.016 g, 0.053 mmol). The reaction mixture was stirred at room temperature for 3 hrs. The resulting residue was purified by HPLC using 5-70% MeOH/H2O with 6 mM HCl to provide the desired product. The reactants are CN(C)CCn1ccc2c([N+](=O)[O-])cccc2c1=O, CO, [H][H]. The product is CN(C)CCn1ccc2c(N)cccc2c1=O. Reaction SMILES: [CH3:1][N:2]([CH2:3][CH2:4][n:5]1[c:6](=[O:18])[c:7]2[cH:8][cH:9][cH:10][c:11]([N+:15]([O-:16])=[O:17])[c:12]2[cH:13][cH:14]1)[CH3:19].[CH3:22][OH:23].[H:20][H:21]>>[CH3:1][N:2]([CH2:3][CH2:4][n:5]1[c:6](=[O:18])[c:7]2[cH:8][cH:9][cH:10][c:11]([NH2:15])[c:12]2[cH:13][cH:14]1)[CH3:19]. Starting materials: N#Cc1cccc(C(=O)CBr)c1, CC#N, O. The product is N#Cc1cccc(C(=O)CO)c1. As a reaction SMILES: [Br:1][CH2:2][C:3](=[O:4])[c:5]1[cH:6][c:7]([C:8]#[N:9])[cH:10][cH:11][cH:12]1.[CH3:14][C:15]#[N:16].[OH2:13]>>[CH2:2]([C:3](=[O:4])[c:5]1[cH:6][c:7]([C:8]#[N:9])[cH:10][cH:11][cH:12]1)[OH:13]. Starting materials: FC1=CC(=CC2=C1C(=CO2)COC2=C1C=C(NC1=CC=C2)C(=O)O)F (4-(4,6-difluoro-benzofuran-3-ylmethoxy)-1H-indole-2-carboxylic acid), Cl.Cl.Cl.[C@H]1(CCCN2CCCC[C@H]12)CN1CCC(CC1)N (1-[(1S,9aR)-1-(Octahydro-quinolizin-1-yl)methyl]-piperidin-4-ylamine trihydrochloride). Yields the product Cl.Cl.[C@H]1(CCCN2CCCC[C@H]12)CN1CCC(CC1)NC(=O)C=1NC2=CC=CC(=C2C1)OCC1=COC2=C1C(=CC(=C2)F)F (4-(4,6-Difluoro-benzofuran-3-ylmethoxy)-1H-indole-2-carboxylic acid {1-[(1S,9aR)-1-(octahydro-quinolizin-1-yl)methyl]-piperidin-4-yl}-amide dihydrochloride). As a reaction SMILES: [F:1][C:2]1[C:7]2[C:8]([CH2:11][O:12][C:13]3[CH:21]=[CH:20][CH:19]=[C:18]4[C:14]=3[CH:15]=[C:16]([C:22]([OH:24])=O)[NH:17]4)=[CH:9][O:10][C:6]=2[CH:5]=[C:4]([F:25])[CH:3]=1.[ClH:26].Cl.Cl.[C@H:29]1([CH2:39][N:40]2[CH2:45][CH2:44][CH:43]([NH2:46])[CH2:42][CH2:41]2)[C@@H:38]2[N:33]([CH2:34][CH2:35][CH2:36][CH2:37]2)[CH2:32][CH2:31][CH2:30]1>>[ClH:26].[ClH:26].[C@H:29]1([CH2:39][N:40]2[CH2:45][CH2:44][CH:43]([NH:46][C:22]([C:16]3[NH:17][C:18]4[C:14]([CH:15]=3)=[C:13]([O:12][CH2:11][C:8]3[C:7]5[C:2]([F:1])=[CH:3][C:4]([F:25])=[CH:5][C:6]=5[O:10][CH:9]=3)[CH:21]=[CH:20][CH:19]=4)=[O:24])[CH2:42][CH2:41]2)[C@@H:38]2[N:33]([CH2:34][CH2:35][CH2:36][CH2:37]2)[CH2:32][CH2:31][CH2:30]1 |f:1.2.3.4,5.6.7|. Reported procedure: This compound is synthesized from 4-(4,6-difluoro-benzofuran-3-ylmethoxy)-1H-indole-2-carboxylic acid (115) (preparation see below) and amine 61 analogously to the method described in example 1. The reactants are NC=1C(=NC(=NC1C(=O)OCC)NC1=CC(=CC=C1)O)NC1=CC(=CC=C1)O (5-amino-6-ethoxycarbonyl-N2,N4-bis(3-hydroxyphenyl)-2,4-pyrimidinediamine), C(C)OC(=O)C1=C(C(=NC(=N1)NCC(=O)OCC)NCC(=O)OCC)[N+](=O)[O-] (6-ethoxycarbonyl-N2,N4-bis(ethoxycarbonylmethyl)-5-nitro-2,4-pyrimidinediamine), [H][H] (hydrogen). The reagents and catalysts are [Pd] (Pd/C). Product: NC=1C(=NC(=NC1C(=O)OCC)NCC(=O)OCC)NCC(=O)OCC (5-amino-N2,N4-bis(ethoxycarbonylmethyl)-6-ethoxycarbonyl-2,4-pyrimidinediamine). As a reaction SMILES: NC1C(NC2C=CC=C(O)C=2)=NC(NC2C=CC=C(O)C=2)=NC=1C(OCC)=O.[CH2:29]([O:31][C:32]([C:34]1[N:39]=[C:38]([NH:40][CH2:41][C:42]([O:44][CH2:45][CH3:46])=[O:43])[N:37]=[C:36]([NH:47][CH2:48][C:49]([O:51][CH2:52][CH3:53])=[O:50])[C:35]=1[N+:54]([O-])=O)=[O:33])[CH3:30].[H][H]>[Pd]>[NH2:54][C:35]1[C:36]([NH:47][CH2:48][C:49]([O:51][CH2:52][CH3:53])=[O:50])=[N:37][C:38]([NH:40][CH2:41][C:42]([O:44][CH2:45][CH3:46])=[O:43])=[N:39][C:34]=1[C:32]([O:31][CH2:29][CH3:30])=[O:33]. Procedure details: In a manner similar to the preparation of 5-amino-6-ethoxycarbonyl-N2,N4-bis(3-hydroxyphenyl)-2,4-pyrimidinediamine, 6-ethoxycarbonyl-N2,N4-bis(ethoxycarbonylmethyl)-5-nitro-2,4-pyrimidinediamine, hydrogen, and 10% Pd/C were reacted to yield 5-amino-N2,N4-bis(ethoxycarbonylmethyl)-6-ethoxycarbonyl-2,4-pyrimidinediamine. 1H NMR (CDCl3): δ 6.25 (bs, 2H), 4.38 (q, 2H, J=6.9 Hz), 4.23–4.14(m, 6H), 4.05 (bs, 2H), 1.39 (t, 3H, J=6.9 Hz), 1.30–1.22 (m, 6H); LCMS: ret. time: 17.67 min.; purity: 95%; MS ... Reactants: C(C)(=O)OCC.CCCCCC (ethyl acetate hexane), BrC1=CC(=C(C(=O)C(C(=O)OCC)=CNCC2OCCC2)C=C1)Cl (ethyl 2-(4-bromo-2-chloro-benzoyl)-3-[(tetrahydro-furan-2-ylmethyl)-amino]- acrylate), potassium t-butylate. Run in CS(=O)C (DMSO). Yields the product BrC1=CC=C2C(C(=CN(C2=C1)CC1OCCC1)C(=O)OCC)=O (ethyl 7-bromo-4-oxo-1-(tetrahydro-furan-2-ylmethyl)-1,4-dihydro-quinoline-3-carboxylate). Yield: 75.2%. Reaction SMILES: [Br:1][C:2]1[CH:23]=[CH:22][C:5]([C:6]([C:8](=[CH:14][NH:15][CH2:16][CH:17]2[CH2:21][CH2:20][CH2:19][O:18]2)[C:9]([O:11][CH2:12][CH3:13])=[O:10])=[O:7])=[C:4](Cl)[CH:3]=1.C(OCC)(=O)C.CCCCCC>CS(C)=O>[Br:1][C:2]1[CH:23]=[C:22]2[C:5]([C:6](=[O:7])[C:8]([C:9]([O:11][CH2:12][CH3:13])=[O:10])=[CH:14][N:15]2[CH2:16][CH:17]2[CH2:21][CH2:20][CH2:19][O:18]2)=[CH:4][CH:3]=1 |f:1.2|. Procedure: 500 mg of ethyl 2-(4-bromo-2-chloro-benzoyl)-3-[(tetrahydro-furan-2-ylmethyl)-amino]- acrylate and 148 mg of potassium t-butylate are held at 60° in 20 ml of DMSO for 30 mins. After chromatography on silica gel with ethyl acetate/hexane 1:1 343 mg of ethyl 7-bromo-4-oxo-1-(tetrahydro-furan-2-ylmethyl)-1,4-dihydro-quinoline-3-carboxylate are isolated as a yellowish oil. Yield: 75%. Mass spectrum: peaks inter alia at m/e: 380 (M++H, 100%). The reactants are CC(C)(C)OC(=O)Nc1ccc(C(F)(F)F)cc1C(=O)O, Cl, C1COCCO1. The product is Cl, Nc1ccc(C(F)(F)F)cc1C(=O)O. RXN SMILES: [C:1]([O:2][C:3](=[O:4])[NH:8][c:9]1[c:10]([C:11](=[O:12])[OH:13])[cH:14][c:15]([C:18]([F:19])([F:20])[F:21])[cH:16][cH:17]1)([CH3:5])([CH3:6])[CH3:7].[ClH:22].[O:23]1[CH2:24][CH2:25][O:26][CH2:27][CH2:28]1>>[ClH:22].[NH2:8][c:9]1[c:10]([C:11](=[O:12])[OH:13])[cH:14][c:15]([C:18]([F:19])([F:20])[F:21])[cH:16][cH:17]1.